This data is from the Open Reaction Database (ORD), a public repository of structured organic reaction records. The task is: describe an organic reaction: reactants, conditions, products, and yield RXN SMILES: [H-].[Al+3].[Li+].[H-].[H-].[H-].[C:7]([OH:11])(=[O:10])[CH:8]=[CH2:9].O1[CH2:16][CH2:15][CH2:14][CH2:13]1>C1(C)C=CC=CC=1>[CH:14]1[CH:15]=[CH:16][C:8]([C:7]([OH:11])=[O:10])=[CH:9][CH:13]=1 |f:0.1.2.3.4.5|. Yields the product C1=CC=C(C=C1)C(=O)O (diacylate). Reactants: diol, C(C=C)(=O)O (acrylic acid), Diacid, VIII, O1CCCC1 (tetrahydrofuran), [H-].[Al+3].[Li+].[H-].[H-].[H-] (lithium aluminum hydride), diol. Run in C1(=CC=CC=C1)C (toluene). Procedure: Following the procedure of Example 1, "Westvaco 1550 Diacid" was reduced by lithium aluminum hydride in tetrahydrofuran to a diol having formula VIII in which m is 5, p is 7 and the broken line indicates a double bond. This diol (85 grams, 0.25 mole) was reacted with acrylic acid (90 ml., 1.28 mole) in toluene solution to yield the desired diacylate as a liquid. The reactants are CC(F)(F)c1coc(Cn2ncc(N)n2)n1, Cc1nc(C(=O)O)c(-c2ccc(I)c(C)c2)o1. Product: Cc1nc(C(=O)Nc2cnn(Cc3nc(C(C)(F)F)co3)n2)c(-c2ccc(I)c(C)c2)o1. Reaction SMILES: [F:1][C:2]([CH3:3])([F:4])[c:5]1[n:6][c:7]([CH2:10][n:11]2[n:12][cH:13][c:14]([NH2:16])[n:15]2)[o:8][cH:9]1.[I:17][c:18]1[c:19]([CH3:33])[cH:20][c:21](-[c:24]2[c:25]([C:30](=[O:31])[OH:32])[n:26][c:27]([CH3:29])[o:28]2)[cH:22][cH:23]1>>[F:1][C:2]([CH3:3])([F:4])[c:5]1[n:6][c:7]([CH2:10][n:11]2[n:12][cH:13][c:14]([NH:16][C:30]([c:25]3[c:24](-[c:21]4[cH:20][c:19]([CH3:33])[c:18]([I:17])[cH:23][cH:22]4)[o:28][c:27]([CH3:29])[n:26]3)=[O:31])[n:15]2)[o:8][cH:9]1.